This data is from the Open Reaction Database (ORD), a public repository of structured organic reaction records. The task is: describe an organic reaction: reactants, conditions, products, and yield Reactants: SCCO (2-mercaptoethanol), SCCO (2-mercaptoethanol), C1CCCO1 (butylene oxide), C[O-].[Na+] (sodium methoxide). Run in CC(C)CC(=O)C (MIBK). Run at temperature 50 celsius, time 3 hour. The product is OCCSCC(CC)O (1-(2-hydroxyethylthio)-2-butanol). Yield: 95.0%. As a reaction SMILES: [SH:1][CH2:2][CH2:3][OH:4].[CH3:5][O-].[Na+].[CH2:8]1[O:12]C[CH2:10][CH2:9]1>CC(CC(C)=O)C>[OH:4][CH2:3][CH2:2][S:1][CH2:5][CH:8]([OH:12])[CH2:9][CH3:10] |f:1.2|. Procedure: In a reaction vessel equipped with a stirrer, a cooling tube, a nitrogen introducing tube and a thermometer, 78.1 parts of 2-mercaptoethanol was charged, and 2-mercaptoethanol was diluted with 159.6 parts of MIBK. Then, 1.48 parts of sodium methoxide (28% solution in methanol) was added, and after heating to 50° C., 82.9 parts of butylene oxide was added dropwise with stirring over 3 hours in a dry nitrogen atmosphere. The reaction vessel was cooled and maintained at 50° C. 3 Hours after droppin...